describe an organic reaction: reactants, conditions, products, and yield From a dataset of the Open Reaction Database (ORD), a public repository of structured organic reaction records. The reactants are C(C)(C)(C)C1CCC(CC1)=O (4-tert-butylcyclohexanone), C1(=CC=CC=C1)NS(=O)(=O)C(F)(F)F (N-phenyl(trifluoromethanesulfonamide)), C[Si](C)(C)[N-][Si](C)(C)C.[Na+] (NaHMDS). Product: FC(S(=O)(=O)OC1=CCC(CC1)C(C)(C)C)(F)F (4-tert-butyl-1-cyclohexen-1-yl trifluoromethanesulfonate). Procedure details: A −78° C. solution of 4-tert-butylcyclohexanone (1.54 g, 10 mmol) and N-phenyl(trifluoromethanesulfonamide) (3.75 g, 10.5 mmol) in THF (20 mmol) was treated with 1M NaHMDS in THF (11 mL), warmed to room temperature, filtered through a pad of silica gel (10 g) with diethyl ether (5 mL), and concentrated. The concentrate was purified by flash column chromatography on silica gel with 1% ethyl acetate/hexanes to provide the desired product. Reaction SMILES: [C:1]([CH:5]1[CH2:10][CH2:9][C:8](=[O:11])[CH2:7][CH2:6]1)([CH3:4])([CH3:3])[CH3:2].C1(N[S:19]([C:22]([F:25])([F:24])[F:23])(=[O:21])=[O:20])C=CC=CC=1.C[Si]([N-][Si](C)(C)C)(C)C.[Na+]>C1COCC1>[F:23][C:22]([F:25])([F:24])[S:19]([O:11][C:8]1[CH2:7][CH2:6][CH:5]([C:1]([CH3:4])([CH3:2])[CH3:3])[CH2:10][CH:9]=1)(=[O:21])=[O:20] |f:2.3|. Run in C1CCOC1 (THF), C1CCOC1 (THF). The reactants are [BH3-]C#N, C=O, CC(=O)O, CO, Cc1nccn1-c1ccc(Nc2nc3c(c(N(CCC#N)C4CC4)n2)CNCC3)cc1, [Na+]. Yields the product Cc1nccn1-c1ccc(Nc2nc3c(c(N(CCC#N)C4CC4)n2)CN(C)CC3)cc1. As a reaction SMILES: [C:38]([BH3-:39])#[N:40].[CH2:36]=[O:37].[CH3:32][C:33](=[O:34])[OH:35].[CH3:42][OH:43].[CH:1]1([N:4]([CH2:5][CH2:6][C:7]#[N:8])[c:9]2[c:10]3[c:11]([n:12][c:13]([NH:15][c:16]4[cH:17][cH:18][c:19](-[n:22]5[c:23]([CH3:27])[n:24][cH:25][cH:26]5)[cH:20][cH:21]4)[n:14]2)[CH2:28][CH2:29][NH:30][CH2:31]3)[CH2:2][CH2:3]1.[Na+:41]>>[CH:1]1([N:4]([CH2:5][CH2:6][C:7]#[N:8])[c:9]2[c:10]3[c:11]([n:12][c:13]([NH:15][c:16]4[cH:17][cH:18][c:19](-[n:22]5[c:23]([CH3:27])[n:24][cH:25][cH:26]5)[cH:20][cH:21]4)[n:14]2)[CH2:28][CH2:29][N:30]([CH3:32])[CH2:31]3)[CH2:2][CH2:3]1.